From a dataset of the Open Reaction Database (ORD), a public repository of structured organic reaction records. describe an organic reaction: reactants, conditions, products, and yield Reactants: CN1CCOCC1 (N-methylmorpholine), C=1C=CC2=C(C1)N=NN2O (HOBT), CCN=C=NCCCN(C)C.Cl (EDC hydrochloride), C(C)(C)(C)OC(=O)N1[C@@H](C[C@@H](C1)N1CCN(CC1)C1=NC=C(C=C1Cl)C(=O)O)C(=O)N1CSCC1 (3-{(2S,4S)-1-tert-Butoxycarbonyl-4-[4-(5-carboxy-3-chloro-2-pyridyl)-1-piperazinyl]-2-pyrrolidinylcarbonyl}-1,3-thiazolidine), Cl.Cl.Cl.C(=O)(O)C=1C=C(C(=NC1)N1CCN(CC1)[C@H]1C[C@H](NC1)C(=O)N1CSCC1)Cl (3-{(2S,4S)-4-[4-(5-carboxy-3-chloro-2-pyridyl)-1-piperazinyl]-2-pyrrolidinylcarbonyl}-1,3-thiazolidine trihydrochloride), [Cl-].[NH4+] (ammonium chloride). The solvent is CN(C)C=O (DMF). Run at time 4 hour. Product: C(C)(C)(C)OC(=O)N1[C@@H](C[C@@H](C1)N1CCN(CC1)C1=NC=C(C=C1Cl)C(N)=O)C(=O)N1CSCC1 (3-{(2S,4S)-1-tert-butoxycarbonyl-4-[4-(5-carbamoyl-3-chloro-2-pyridyl)-1-piperazinyl]-2-pyrrolidinylcarbonyl}-1,3-thiazolidine). As a reaction SMILES: [C:1]([O:5][C:6]([N:8]1[CH2:12][C@@H:11]([N:13]2[CH2:18][CH2:17][N:16]([C:19]3[C:24]([Cl:25])=[CH:23][C:22]([C:26]([OH:28])=O)=[CH:21][N:20]=3)[CH2:15][CH2:14]2)[CH2:10][C@H:9]1[C:29]([N:31]1[CH2:35][CH2:34][S:33][CH2:32]1)=[O:30])=[O:7])([CH3:4])([CH3:3])[CH3:2].Cl.Cl.Cl.C(C1C=C(Cl)C(N2CCN([C@@H]3CN[C@H](C(N4CCSC4)=O)C3)CC2)=[N:46]C=1)(O)=O.[Cl-].[NH4+].CN1CCOCC1.C1C=CC2N(O)N=NC=2C=1.CCN=C=NCCCN(C)C.Cl>CN(C=O)C>[C:1]([O:5][C:6]([N:8]1[CH2:12][C@@H:11]([N:13]2[CH2:18][CH2:17][N:16]([C:19]3[C:24]([Cl:25])=[CH:23][C:22]([C:26](=[O:28])[NH2:46])=[CH:21][N:20]=3)[CH2:15][CH2:14]2)[CH2:10][C@H:9]1[C:29]([N:31]1[CH2:35][CH2:34][S:33][CH2:32]1)=[O:30])=[O:7])([CH3:4])([CH3:3])[CH3:2] |f:1.2.3.4,5.6,9.10|. Procedure details: 3-{(2S,4S)-1-tert-Butoxycarbonyl-4-[4-(5-carboxy-3-chloro-2-pyridyl)-1-piperazinyl]-2-pyrrolidinylcarbonyl}-1,3-thiazolidine [product of Example 217 (1), 2.63 g] and ammonium chloride (0.54 g) were dissolved in DMF (30 mL), and N-methylmorpholine (1.1 mL), HOBT (1.53 g) and EDC hydrochloride (1.15 g) were successively added thereto. The mixture was stirred at room temperature for 4 hr. The reaction mixture was concentrated under reduced pressure, and saturated aqueous sodium hydrogencarbonate so...